From a dataset of the Open Reaction Database (ORD), a public repository of structured organic reaction records. describe an organic reaction: reactants, conditions, products, and yield The reactants are ClC1=C(SC=C1)C1CC(C=2C(=NNC2C1)C)=O (6-(3-chloro-2-thienyl)-3-methyl-4,5,6,7-tetrahydroindazol-4-one), C(=N)(N)NN.Cl (aminoguanidine hydrochloride), Cl (hydrochloric acid), O (water). The solvent is C(C)O (ethanol). The product is Cl.ClC1=C(SC=C1)C1CC(C=2C(=NNC2C1)C)=NNC(=N)N (6-(3-chloro-2-thienyl)-4-guanidinoimino-3-methyl-4,5,6,7-tetrahydroindazole hydrochloride). The yield is 148.5%. As a reaction SMILES: [Cl:1][C:2]1[CH:6]=[CH:5][S:4][C:3]=1[CH:7]1[CH2:15][C:14]2[NH:13][N:12]=[C:11]([CH3:16])[C:10]=2[C:9](=O)[CH2:8]1.[C:18]([NH:21][NH2:22])([NH2:20])=[NH:19].Cl.Cl.O>C(O)C>[ClH:1].[Cl:1][C:2]1[CH:6]=[CH:5][S:4][C:3]=1[CH:7]1[CH2:15][C:14]2[NH:13][N:12]=[C:11]([CH3:16])[C:10]=2[C:9](=[N:22][NH:21][C:18]([NH2:20])=[NH:19])[CH2:8]1 |f:1.2,6.7|. Procedure: A mixture of 6-(3-chloro-2-thienyl)-3-methyl-4,5,6,7-tetrahydroindazol-4-one (1.2 g), aminoguanidine hydrochloride (0.6 g), concentrated hydrochloric acid (1.1 ml), water (1.1 ml) and ethanol (50 ml) was refluxed for 3 hours. Under reduced pressure, the solvent was evaporated, and the residue was washed with ethanol to give 6-(3-chloro-2-thienyl)-4-guanidinoimino-3-methyl-4,5,6,7-tetrahydroindazole hydrochloride (Compound 119) (1.2 g) as colorless crystals. The reactants are CCS(=O)(=O)c1cnc(N2CCNCC2)s1, CC(Oc1ccc(S(C)(=O)=O)cc1C(=O)O)C(F)(F)F, Cl. The product is CCS(=O)(=O)c1cnc(N2CCN(C(=O)c3cc(S(C)(=O)=O)ccc3OC(C)C(F)(F)F)CC2)s1. RXN SMILES: [CH2:22]([CH3:23])[S:24](=[O:25])(=[O:26])[c:27]1[cH:28][n:29][c:30]([N:32]2[CH2:33][CH2:34][NH:35][CH2:36][CH2:37]2)[s:31]1.[CH3:1][S:2](=[O:3])(=[O:4])[c:5]1[cH:6][cH:7][c:8]([O:14][CH:15]([C:16]([F:17])([F:18])[F:19])[CH3:20])[c:9]([C:10](=[O:11])[OH:12])[cH:13]1.[ClH:21]>>[CH3:1][S:2](=[O:3])(=[O:4])[c:5]1[cH:6][cH:7][c:8]([O:14][CH:15]([C:16]([F:17])([F:18])[F:19])[CH3:20])[c:9]([C:10](=[O:12])[N:35]2[CH2:34][CH2:33][N:32]([c:30]3[n:29][cH:28][c:27]([S:24]([CH2:22][CH3:23])(=[O:25])=[O:26])[s:31]3)[CH2:37][CH2:36]2)[cH:13]1.